The task is: describe an organic reaction: reactants, conditions, products, and yield. This data is from the Open Reaction Database (ORD), a public repository of structured organic reaction records. Reactants: CCC(C)OC(=O)Cl, [Na+], [OH-], O, O=C(O)c1cccc(Cl)c1. Product: CCC(C)OC(=O)OC(=O)c1cccc(Cl)c1. As a reaction SMILES: [Cl:13][C:14](=[O:15])[O:16][CH:17]([CH3:18])[CH2:19][CH3:20].[Na+:12].[OH-:11].[OH2:21].[OH:1][C:2](=[O:3])[c:4]1[cH:5][cH:6][cH:7][c:8]([Cl:9])[cH:10]1>>[O:1]=[C:2]([O:3][C:14](=[O:15])[O:16][CH:17]([CH3:18])[CH2:19][CH3:20])[c:4]1[cH:5][cH:6][cH:7][c:8]([Cl:9])[cH:10]1. Starting materials: CCO, Cc1ccc2cccc([N+](=O)[O-])c2n1. Yields the product Cc1ccc2cccc(N)c2n1. As a reaction SMILES: [CH3:15][CH2:16][OH:17].[N+:1]([O-:2])(=[O:3])[c:4]1[cH:5][cH:6][cH:7][c:8]2[cH:9][cH:10][c:11]([CH3:14])[n:12][c:13]12>>[NH2:1][c:4]1[cH:5][cH:6][cH:7][c:8]2[cH:9][cH:10][c:11]([CH3:14])[n:12][c:13]12.